Dataset: the Open Reaction Database (ORD), a public repository of structured organic reaction records. Task: describe an organic reaction: reactants, conditions, products, and yield The reactants are ClC=1C=C(C=C(C1)Cl)O (3,5-dichlorophenol), C[O-].[Na+] (sodium methoxide), [I-].[K+] (potassium iodide), BrC(C(=O)OC)C1=CC=C(C=C1)OC1=CC=C(C=C1)Cl (methyl α-bromo-α-[p-(p-chlorophenoxy)phenyl]acetate). Run in O (water), CO (methanol), C1=CC=CC=C1 (benzene). Product: ClC=1C=C(OC(C(=O)OC)C2=CC=C(C=C2)OC2=CC=C(C=C2)Cl)C=C(C1)Cl (Methyl α-(3,5-dichlorophenoxy)-α-[p-(p-chlorophenoxy)phenyl]acetate). RXN SMILES: [Cl:1][C:2]1[CH:3]=[C:4]([OH:9])[CH:5]=[C:6]([Cl:8])[CH:7]=1.C[O-].[Na+].[I-].[K+].Br[CH:16]([C:21]1[CH:26]=[CH:25][C:24]([O:27][C:28]2[CH:33]=[CH:32][C:31]([Cl:34])=[CH:30][CH:29]=2)=[CH:23][CH:22]=1)[C:17]([O:19][CH3:20])=[O:18]>CO.C1C=CC=CC=1.O>[Cl:1][C:2]1[CH:3]=[C:4]([CH:5]=[C:6]([Cl:8])[CH:7]=1)[O:9][CH:16]([C:21]1[CH:26]=[CH:25][C:24]([O:27][C:28]2[CH:29]=[CH:30][C:31]([Cl:34])=[CH:32][CH:33]=2)=[CH:23][CH:22]=1)[C:17]([O:19][CH3:20])=[O:18] |f:1.2,3.4|. Reported procedure: To a solution of 4.08 g of 3,5-dichlorophenol, 1.188 g of sodium methoxide, and 50 mg of potassium iodide in 40 ml of methanol is added 7.11 g of methyl α-bromo-α-[p-(p-chlorophenoxy)phenyl]acetate in 10 ml of benzene. The mixture is maintained at reflux overnight and then added to 100 ml of water. The product is then extracted with ether, and the ether is washed with 5% sodium hydroxide, water, brine, and dried (MgSO4). Evaporation of the solvent yields an oil which is chromatographed on 100 g ... Starting materials: [BH4-], C1CNCCN1, CCCCCCCCCOc1ccc2c(c1)C(=O)CC2, CC(C)[O-], CC(C)[O-], CC(C)[O-], CC(C)[O-], [Na+], [Ti+4]. Yields the product CCCCCCCCCOc1ccc2c(c1)C(N1CCNCC1)CC2. As a reaction SMILES: [BH4-:27].[CH2:1]1[CH2:2][NH:3][CH2:4][CH2:5][NH:6]1.[CH2:7]([CH2:8][CH2:9][CH2:10][CH2:11][CH2:12][CH2:13][CH2:14][CH3:15])[O:16][c:17]1[cH:18][cH:19][c:20]2[c:24]([cH:25]1)[C:23](=[O:26])[CH2:22][CH2:21]2.[CH3:29][CH:30]([CH3:31])[O-:32].[CH3:34][CH:35]([CH3:36])[O-:37].[CH3:38][CH:39]([CH3:40])[O-:41].[CH3:42][CH:43]([CH3:44])[O-:45].[Na+:28].[Ti+4:33]>>[CH2:1]1[CH2:2][N:3]([CH:23]2[CH2:22][CH2:21][c:20]3[cH:19][cH:18][c:17]([O:16][CH2:7][CH2:8][CH2:9][CH2:10][CH2:11][CH2:12][CH2:13][CH2:14][CH3:15])[cH:25][c:24]32)[CH2:4][CH2:5][NH:6]1. Starting materials: C1(C=CCC=C1)CO (2,5-cyclohexadienylmethanol), C(C(=C)C)(=O)OC (methyl methacrylate), C1=CC=CC=2SC3=CC=CC=C3NC12 (phenothiazine). Reaction SMILES: [CH:1]1([CH2:7][OH:8])[CH:6]=[CH:5][CH2:4][CH:3]=[CH:2]1.[C:9](OC)(=[O:13])[C:10]([CH3:12])=[CH2:11].C1C2NC3C(=CC=CC=3)SC=2C=CC=1>CC([O-])C.CC([O-])C.CC([O-])C.CC([O-])C.[Ti+4]>[C:9]([O:8][CH2:7][CH:1]1[CH:6]=[CH:5][CH2:4][CH:3]=[CH:2]1)(=[O:13])[C:10]([CH3:12])=[CH2:11] |f:3.4.5.6.7|. Yields the product C(C(=C)C)(=O)OCC1C=CCC=C1 (2,5-cyclohexadienylmethyl methacrylate). Reagents/catalysts: CC(C)[O-].CC(C)[O-].CC(C)[O-].CC(C)[O-].[Ti+4] (tetraisopropyl titanate). Procedure: The method of Example 1 was substantially repeated with 2,5-cyclohexadienylmethanol (40.86 g, 0.37 mol, containing ca. 13% 2-cyclohexenylmethanol), methyl methacrylate (159 mL, 1.5 mol), phenothiazine (0.1 g), and tetraisopropyl titanate (2.0 mL). The excess methyl methacrylate was distilled at 70 mm and the product was distilled to give 57.5 g (87% yield) of clear, colorless liquid 2,5-cyclohexadienylmethyl methacrylate, bp 58° C./0.15 mm to 54° C./0.12 mm. IR (film): ν 3030, 2941, 1709, 1629, ... Isolated yield 87.0%. The reactants are O=C([O-])O, S=C(Cl)Cl, ClCCl, Nc1cccc(C(F)(F)F)c1F, [Na+], O. The product is Fc1c(N=C=S)cccc1C(F)(F)F. Reaction SMILES: [C:13](=[O:14])([OH:15])[O-:16].[Cl:18][C:19]([Cl:20])=[S:21].[Cl:22][CH2:23][Cl:24].[F:1][c:2]1[c:3]([NH2:12])[cH:4][cH:5][cH:6][c:7]1[C:8]([F:9])([F:10])[F:11].[Na+:17].[OH2:25]>>[F:1][c:2]1[c:3]([N:12]=[C:19]=[S:21])[cH:4][cH:5][cH:6][c:7]1[C:8]([F:9])([F:10])[F:11]. Reactants: N1(N=CN=C1)CC(=O)O (2-(1H-1,2,4-triazol-1-yl)acetic acid), FC1=CC=C(OC2=CC=C(C=C2)NC(=O)[C@H]2NC[C@@H](C2)CC2=CC(=CC=C2)C)C=C1 ((2S,4R)—N-(4-(4-fluorophenoxy)phenyl)-4-(3-methylbenzyl)pyrrolidine-2-carboxamide). Product: Compound 171, N1(N=CN=C1)CC(=O)N1[C@@H](C[C@H](C1)CC1=CC(=CC=C1)C)C(=O)NC1=CC=C(C=C1)OC1=CC=C(C=C1)F ((2S,4R)-1-(2-(1H-1,2,4-triazol-1-yl)acetyl)-N-(4-(4-fluorophenoxy)phenyl)-4-(3-methylbenzyl)pyrrolidine-2-carboxamide). Reaction SMILES: [N:1]1([CH2:6][C:7]([OH:9])=O)[CH:5]=[N:4][CH:3]=[N:2]1.[F:10][C:11]1[CH:39]=[CH:38][C:14]([O:15][C:16]2[CH:21]=[CH:20][C:19]([NH:22][C:23]([C@@H:25]3[CH2:29][C@@H:28]([CH2:30][C:31]4[CH:36]=[CH:35][CH:34]=[C:33]([CH3:37])[CH:32]=4)[CH2:27][NH:26]3)=[O:24])=[CH:18][CH:17]=2)=[CH:13][CH:12]=1>>[N:1]1([CH2:6][C:7]([N:26]2[CH2:27][C@H:28]([CH2:30][C:31]3[CH:36]=[CH:35][CH:34]=[C:33]([CH3:37])[CH:32]=3)[CH2:29][C@H:25]2[C:23]([NH:22][C:19]2[CH:20]=[CH:21][C:16]([O:15][C:14]3[CH:13]=[CH:12][C:11]([F:10])=[CH:39][CH:38]=3)=[CH:17][CH:18]=2)=[O:24])=[O:9])[CH:5]=[N:4][CH:3]=[N:2]1. Reported procedure: Proceeding as in Example 1, but substituting 2-(1H-1,2,4-triazol-1-yl)acetic acid and (2S,4R)—N-(4-(4-fluorophenoxy)phenyl)-4-(3-methylbenzyl)pyrrolidine-2-carboxamide, gave Compound 171, (2S,4R)-1-(2-(1H-1,2,4-triazol-1-yl)acetyl)-N-(4-(4-fluorophenoxy)phenyl)-4-(3-methylbenzyl)pyrrolidine-2-carboxamide. Major isomer: 1H-NMR (400 MHz, DMSO-D6): σ 10.00 (s, 1H), 8.43 (s, 1H), 7.95 (s, 1H), 7.55 (d, 2H), 7.23-7.15 (m, 3H), 7.08-6.91 (m, 8H), 5.23 (q, 2H), 4.53-4.48 (m, 1H), 3.83-3.76 (m, 1H), 2.7... RXN SMILES: Cl[C:2]1[CH:3]=[C:4]([C:8]2([NH2:11])[CH2:10][CH2:9]2)[CH:5]=[CH:6][CH:7]=1.[Cl:12]C1C=CC(C#N)=CC=1>>[Cl:12][C:7]1[CH:6]=[CH:5][C:4]([C:8]2([NH2:11])[CH2:10][CH2:9]2)=[CH:3][CH:2]=1. Reactants: ClC=1C=C(C=CC1)C1(CC1)N (1-(3-chloro-phenyl)-cyclopropylamine), ClC1=CC=C(C#N)C=C1 (4-chlorobenzonitrile). Procedure: was prepared using the same procedure as for the preparation of 1-(3-chloro-phenyl)-cyclopropylamine starting from 4-chlorobenzonitrile. MS (UPLC-MS): 170 [M+H]+, 168 [M−H]; tR (HPLC conditions f): 1.21 min. The product is ClC1=CC=C(C=C1)C1(CC1)N (1-(4-chloro-phenyl)-cyclopropylamine).